describe an organic reaction: reactants, conditions, products, and yield From a dataset of the Open Reaction Database (ORD), a public repository of structured organic reaction records. The reactants are NC=1C=CC(=C(C1)[C@]1(N=C(OCC1(F)F)N)C)F ((R)-4-(5-amino-2-fluoro-phenyl)-5,5-difluoro-4-methyl-5,6-dihydro-4H-[1,3]oxazin-2-ylamine), FC=1C(=NC=C(C1)F)C(=O)O (3,5-difluoro-pyridine-2-carboxylic acid). The product is NC=1OCC([C@@](N1)(C)C=1C=C(C=CC1F)NC(=O)C1=NC=C(C=C1F)F)(F)F (3,5-Difluoro-pyridine-2-carboxylic acid [3-((R)-2-amino-5,5-difluoro-4-methyl-5,6-dihydro-4H-[1,3]oxazin-4-yl)-4-fluoro-phenyl]-amide). As a reaction SMILES: [NH2:1][C:2]1[CH:3]=[CH:4][C:5]([F:18])=[C:6]([C@:8]2([CH3:17])[C:13]([F:15])([F:14])[CH2:12][O:11][C:10]([NH2:16])=[N:9]2)[CH:7]=1.[F:19][C:20]1[C:21]([C:27](O)=[O:28])=[N:22][CH:23]=[C:24]([F:26])[CH:25]=1>>[NH2:16][C:10]1[O:11][CH2:12][C:13]([F:14])([F:15])[C@:8]([C:6]2[CH:7]=[C:2]([NH:1][C:27]([C:21]3[C:20]([F:19])=[CH:25][C:24]([F:26])=[CH:23][N:22]=3)=[O:28])[CH:3]=[CH:4][C:5]=2[F:18])([CH3:17])[N:9]=1. Procedure: The condensation of (R)-4-(5-amino-2-fluoro-phenyl)-5,5-difluoro-4-methyl-5,6-dihydro-4H-[1,3]oxazin-2-ylamine (intermediate XI-1) and 3,5-difluoro-pyridine-2-carboxylic acid following procedure I yielded the title compound as a colorless solid. MS (ISP): m/z=401.2 [M+H]+. The reactants are Cl (hydrochloric acid), CC(C)(OC1=CC=C(OCCON2N=CC=C2)C=C1)C (N-2-[4-(1,1-dimethylethoxy)phenoxy]ethoxypyrazole). Run in C(C)O.O (ethanol water). Yields the product OC1=CC=C(OCCON2N=CC=C2)C=C1 (N-2-(4-Hydroxyphenoxy)ethoxypyrazole). Yield: 96.7%. RXN SMILES: Cl.CC(C)([O:5][C:6]1[CH:20]=[CH:19][C:9]([O:10][CH2:11][CH2:12][O:13][N:14]2[CH:18]=[CH:17][CH:16]=[N:15]2)=[CH:8][CH:7]=1)C>C(O)C.O>[OH:5][C:6]1[CH:7]=[CH:8][C:9]([O:10][CH2:11][CH2:12][O:13][N:14]2[CH:18]=[CH:17][CH:16]=[N:15]2)=[CH:19][CH:20]=1 |f:2.3|. Procedure: 9 ml of concentrated hydrochloric acid were added to a solution of 38.4 g (139 mmol) of N-2-[4-(1,1-dimethylethoxy)phenoxy]ethoxypyrazole in 400 ml of ethanol/water (10/1) and the mixture was then refluxed for 8 h. After cooling to RT, the solvent was removed under reduced pressure, the residue was taken up in ethyl acetate, and the solution was washed several times with water. Drying and concentration of the organic phase resulted in 29.6 g (97%) of the required compound as a viscous oil which ... Reactants: FC1=CC=C(C=C1)C(CCCC(=O)N1C(OCC1C1=CC=CC=C1)=O)O (3-[5-(4-fluorophenyl)-5-hydroxypentanoyl]-4-phenyloxazolidin-2-one), [Si](C)(C)(C(C)(C)C)Cl (tert-butyldimethylsilyl chloride), N1C=NC=C1 (imidazole). Solvent: CN(C=O)C (dimethylformamide), C(C)(=O)OCC (ethyl acetate). Reaction conditions: temperature 60 celsius, time 90 minute. The product is [Si](C)(C)(C(C)(C)C)OC(CCCC(=O)N1C(OCC1C1=CC=CC=C1)=O)C1=CC=C(C=C1)F (3-[5-(tert-butyldimethylsilanyloxy)-5-(4-fluorophenyl)-pentanoyl]4-phenyl-oxazolidin-2-one). As a reaction SMILES: [F:1][C:2]1[CH:7]=[CH:6][C:5]([CH:8]([OH:26])[CH2:9][CH2:10][CH2:11][C:12]([N:14]2[CH:18]([C:19]3[CH:24]=[CH:23][CH:22]=[CH:21][CH:20]=3)[CH2:17][O:16][C:15]2=[O:25])=[O:13])=[CH:4][CH:3]=1.[Si:27](Cl)([C:30]([CH3:33])([CH3:32])[CH3:31])([CH3:29])[CH3:28].N1C=CN=C1>CN(C)C=O.C(OCC)(=O)C>[Si:27]([O:26][CH:8]([C:5]1[CH:6]=[CH:7][C:2]([F:1])=[CH:3][CH:4]=1)[CH2:9][CH2:10][CH2:11][C:12]([N:14]1[CH:18]([C:19]2[CH:20]=[CH:21][CH:22]=[CH:23][CH:24]=2)[CH2:17][O:16][C:15]1=[O:25])=[O:13])([C:30]([CH3:33])([CH3:32])[CH3:31])([CH3:29])[CH3:28]. Procedure: 27 g of 3-[5-(4-fluorophenyl)-5-hydroxypentanoyl]-4-phenyloxazolidin-2-one, 13.6 g of tert-butyldimethylsilyl chloride and 10.2 g of imidazole were dissolved in 36 ml of dimethylformamide and stirred at 60° C. for 90 min. After the reaction ended, the mixture was dissolved in ethyl acetate and extracted two times with water. The organic phase was dried over magnesium sulfate, filtered and concentrated under reduced pressure. This produced 3-[5-(tert-butyldimethylsilanyloxy)-5-(4-fluorophenyl)-pe... The reactants are 12, C1(CCCC1)C1=NN=C(S1)NC(C1=C(C=CC=C1)F)=O (N-(5-cyclopentyl-1,3,4-thiadiazol-2-yl)-2-fluorobenzamide), Initiator 8, C1(CCCC1)C1=NN=C(S1)NC(C1=C(C=CC=C1)F)=O (N-(5-cyclopentyl-1,3,4-thiadiazol-2-yl)-2-fluorobenzamide), S(O)(=O)(=O)Cl (chlorosulfuric acid). The product is C1(CCCC1)C1=NN=C(S1)NC(=O)C=1C=C(C=CC1F)S(=O)(=O)Cl (3-{[(5-cyclopentyl-1,3,4-thiadiazol-2-yl)amino]carbonyl}-4-fluorobenzenesulfonyl chloride), solid. Run at temperature 200 celsius. Reaction SMILES: [CH:1]1([C:6]2[S:10][C:9]([NH:11][C:12](=[O:20])[C:13]3[CH:18]=[CH:17][CH:16]=[CH:15][C:14]=3[F:19])=[N:8][N:7]=2)[CH2:5][CH2:4][CH2:3][CH2:2]1.[S:21]([Cl:25])(=O)(=[O:23])[OH:22]>[OH-].[Na+]>[CH:1]1([C:6]2[S:10][C:9]([NH:11][C:12]([C:13]3[CH:18]=[C:17]([S:21]([Cl:25])(=[O:23])=[O:22])[CH:16]=[CH:15][C:14]=3[F:19])=[O:20])=[N:8][N:7]=2)[CH2:2][CH2:3][CH2:4][CH2:5]1 |f:2.3|. Procedure: 3-{[(5-cyclopentyl-1,3,4-thiadiazol-2-yl)amino]carbonyl}-4-fluorobenzenesulfonyl chloride was prepared from N-(5-cyclopentyl-1,3,4-thiadiazol-2-yl)-2-fluorobenzamide using a Biotage Initiator 8 microwave set to high absorbance as follows. Using conditions described, the reaction reached a pressure of 12 barr. The pressure was reduced to 3 barr after cooling and was vented prior to decapping the reaction vessel. To a 5 ml Biotage microwave reaction tube was added N-(5-cyclopentyl-1,3,4-thiadiazol... Yield: 71.0%. Run in [OH-].[Na+] (NaOH). The reactants are CC(=O)OCC1=C(C(=O)O)N2C(=O)C(NC(=O)Cc3ccc(CN=[N+]=[N-])cc3)C2SC1, CC(C)(C)C(=O)Oc1ccc(CO)cc1, C(=NC1CCCCC1)=NC1CCCCC1, Cl, CN(C)C=O. Product: CC(=O)OCC1=C(C(=O)OCc2ccc(OC(=O)C(C)(C)C)cc2)N2C(=O)C(NC(=O)Cc3ccc(CN=[N+]=[N-])cc3)C2SC1. As a reaction SMILES: [C:2]([CH3:3])(=[O:4])[O:5][CH2:6][C:7]1=[C:8]([C:30](=[O:31])[OH:32])[N:9]2[C:10](=[O:29])[CH:11]([NH:15][C:16]([CH2:17][c:18]3[cH:19][cH:20][c:21]([CH2:24][N:25]=[N+:26]=[N-:27])[cH:22][cH:23]3)=[O:28])[CH:12]2[S:13][CH2:14]1.[C:33]([C:34]([CH3:35])([CH3:36])[CH3:37])(=[O:38])[O:39][c:40]1[cH:41][cH:42][c:43]([CH2:44][OH:45])[cH:46][cH:47]1.[CH:48]1([N:49]=[C:50]=[N:51][CH:52]2[CH2:53][CH2:54][CH2:55][CH2:56][CH2:57]2)[CH2:58][CH2:59][CH2:60][CH2:61][CH2:62]1.[ClH:1].[O:63]=[CH:64][N:65]([CH3:66])[CH3:67]>>[C:2]([CH3:3])(=[O:4])[O:5][CH2:6][C:7]1=[C:8]([C:30]([O:31][CH2:44][c:43]2[cH:42][cH:41][c:40]([O:39][C:33]([C:34]([CH3:35])([CH3:36])[CH3:37])=[O:38])[cH:47][cH:46]2)=[O:32])[N:9]2[C:10](=[O:29])[CH:11]([NH:15][C:16]([CH2:17][c:18]3[cH:19][cH:20][c:21]([CH2:24][N:25]=[N+:26]=[N-:27])[cH:22][cH:23]3)=[O:28])[CH:12]2[S:13][CH2:14]1. The reactants are N1C[C@@H](CCC1)NC(OC(C)(C)C)=O ((R)-tert-butyl piperidin-3-ylcarbamate), ClC1=NC(=C(C(=O)N)C=C1)NC1=CC=C(C=C1)C(=O)N1CCOCC1 (6-chloro-2-(4-(morpholine-4-carbonyl)phenylamino)nicotinamide), C(C)(C)N(C(C)C)CC (N,N-diisopropylethylamine). Run in CN1C(CCC1)=O (N-methyl-2-pyrrolidinone), O (water). Product: C(C)(C)(C)OC(N[C@H]1CN(CCC1)C1=NC(=C(C=C1)C(N)=O)NC1=CC=C(C=C1)C(=O)N1CCOCC1)=O ((R)-tert-butyl-1-(5-carbamoyl-6-(4-(morpholine-4-carbonyl)phenylamino)pyridin-2-yl)piperidin-3-ylcarbamate). Isolated yield 66.7%. Reaction SMILES: [NH:1]1[CH2:6][CH2:5][CH2:4][C@@H:3]([NH:7][C:8](=[O:14])[O:9][C:10]([CH3:13])([CH3:12])[CH3:11])[CH2:2]1.Cl[C:16]1[CH:24]=[CH:23][C:19]([C:20]([NH2:22])=[O:21])=[C:18]([NH:25][C:26]2[CH:31]=[CH:30][C:29]([C:32]([N:34]3[CH2:39][CH2:38][O:37][CH2:36][CH2:35]3)=[O:33])=[CH:28][CH:27]=2)[N:17]=1.C(N(CC)C(C)C)(C)C>CN1CCCC1=O.O>[C:10]([O:9][C:8](=[O:14])[NH:7][C@@H:3]1[CH2:4][CH2:5][CH2:6][N:1]([C:16]2[CH:24]=[CH:23][C:19]([C:20](=[O:21])[NH2:22])=[C:18]([NH:25][C:26]3[CH:31]=[CH:30][C:29]([C:32]([N:34]4[CH2:39][CH2:38][O:37][CH2:36][CH2:35]4)=[O:33])=[CH:28][CH:27]=3)[N:17]=2)[CH2:2]1)([CH3:11])([CH3:13])[CH3:12]. Reported procedure: A solution of (R)-tert-butyl piperidin-3-ylcarbamate (416 mg, 2.079 mmol), 6-chloro-2-(4-(morpholine-4-carbonyl)phenylamino)nicotinamide (500 mg, 1.386 mmol), and N,N-diisopropylethylamine (0.484 mL, 2.77 mmol) in N-methyl-2-pyrrolidinone (3 mL) was heated to 120° C. overnight. The reaction mixture was diluted with water. The grey precipitate was filtered and the solid was purified by chromatography (ISCO, 5% NH4OH/MeOH/CH2Cl2, 40 g+12 g stack silica gel columns) to give 485 mg of (R)-tert-butyl... Reactants: N(=[N+]=[N-])[C@H]1C[C@@H](O[C@@H]1CO)N1C(=O)NC(=O)C(C)=C1 (3'-azido-3'-deoxythymidine), [H][H] (hydrogen). Reagents/catalysts: [Pd] (Pd/C). Run in C(C)O (ethanol). Yields the product N[C@H]1C[C@@H](O[C@@H]1CO)N1C(=O)NC(=O)C(C)=C1 (3'-amino-3'-deoxythymidine). Yield: 87.8%. Reaction SMILES: [N:1]([C@@H:4]1[C@@H:8]([CH2:9][OH:10])[O:7][C@@H:6]([N:11]2[CH:19]=[C:17]([CH3:18])[C:15](=[O:16])[NH:14][C:12]2=[O:13])[CH2:5]1)=[N+]=[N-].[H][H]>C(O)C.[Pd]>[NH2:1][C@@H:4]1[C@@H:8]([CH2:9][OH:10])[O:7][C@@H:6]([N:11]2[CH:19]=[C:17]([CH3:18])[C:15](=[O:16])[NH:14][C:12]2=[O:13])[CH2:5]1. Reported procedure: A slurry of 2.17 g of 3'-azido-3'-deoxythymidine (Aldrich, Milwaukee, Wis.) and 0.91 g of 10% Pd/C in 25 ml of ethanol were vigorously stirred under 1 atm. of hydrogen for 4 hr. The mixture was filtered through celite, washed with methanol, and the filtrate was evap. Purification by chromatography on silica (2 to 40% methanol/DCM) gave 1.72 g of 3'-amino-3'-deoxythymidine as a light yellow solid: NMR (300 MHz,d6-DMSO) δ7.76 (s,1H), 6.07 (t,1H,J=6 Hz), 4.97 (m,1H), 3.5-3.7 (m,3H), 3.39 (q,1H,J=7 ...